This data is from the Open Reaction Database (ORD), a public repository of structured organic reaction records. The task is: describe an organic reaction: reactants, conditions, products, and yield The reactants are CO, CCN(C(C)C)C(C)C, Clc1ccc2c(C3CCNCC3)ncnc2c1, CC(C)Oc1ccc(NC(=O)Oc2ccc([N+](=O)[O-])cc2)cc1. Yields the product CC(C)Oc1ccc(NC(=O)N2CCC(c3ncnc4cc(Cl)ccc34)CC2)cc1. As a reaction SMILES: [CH3:50][OH:51].[CH:18]([N:19]([CH2:20][CH3:21])[CH:22]([CH3:23])[CH3:24])([CH3:25])[CH3:26].[Cl:1][c:2]1[cH:3][cH:4][c:5]2[c:6]([CH:12]3[CH2:13][CH2:14][NH:15][CH2:16][CH2:17]3)[n:7][cH:8][n:9][c:10]2[cH:11]1.[N+:27]([c:28]1[cH:29][cH:30][c:31]([O:36][C:37](=[O:32])[NH:38][c:39]2[cH:40][cH:41][c:42]([O:45][CH:46]([CH3:47])[CH3:48])[cH:43][cH:44]2)[cH:33][cH:34]1)([O-:35])=[O:49]>>[Cl:1][c:2]1[cH:3][cH:4][c:5]2[c:6]([CH:12]3[CH2:13][CH2:14][N:15]([C:37](=[O:36])[NH:38][c:39]4[cH:40][cH:41][c:42]([O:45][CH:46]([CH3:47])[CH3:48])[cH:43][cH:44]4)[CH2:16][CH2:17]3)[n:7][cH:8][n:9][c:10]2[cH:11]1. Starting materials: C(C)(C)(C)OC(NCC1CCN(CC1)C=1C=CC=C2C=CC(=NC12)C1=NN=C2N1C=CC(=C2)C(CO)O)=O (tert-butyl(1-(2-(7-(1,2-dihydroxyethyl)-[1,2,4]triazolo[4,3-a]pyridin-3-yl)quinolin-8-yl)piperidin-4-yl)methylcarbamate), C(=O)(C(F)(F)F)O (TFA). Run in C(Cl)Cl (DCM). Run at time 1 hour. The product is NCC1CCN(CC1)C=1C=CC=C2C=CC(=NC12)C1=NN=C2N1C=CC(=C2)C(CO)O (1-(3-(8-(4-(Aminomethyl)piperidin-1-yl)quinolin-2-yl)-[1,2,4]triazolo[4,3-a]pyridin-7-yl)ethane-1,2-diol). Yield: 119.5%. Reaction SMILES: C(OC(=O)[NH:7][CH2:8][CH:9]1[CH2:14][CH2:13][N:12]([C:15]2[CH:16]=[CH:17][CH:18]=[C:19]3[C:24]=2[N:23]=[C:22]([C:25]2[N:29]4[CH:30]=[CH:31][C:32]([CH:34]([OH:37])[CH2:35][OH:36])=[CH:33][C:28]4=[N:27][N:26]=2)[CH:21]=[CH:20]3)[CH2:11][CH2:10]1)(C)(C)C.C(O)(C(F)(F)F)=O>C(Cl)Cl>[NH2:7][CH2:8][CH:9]1[CH2:10][CH2:11][N:12]([C:15]2[CH:16]=[CH:17][CH:18]=[C:19]3[C:24]=2[N:23]=[C:22]([C:25]2[N:29]4[CH:30]=[CH:31][C:32]([CH:34]([OH:37])[CH2:35][OH:36])=[CH:33][C:28]4=[N:27][N:26]=2)[CH:21]=[CH:20]3)[CH2:13][CH2:14]1. Reported procedure: To tert-butyl(1-(2-(7-(1,2-dihydroxyethyl)-[1,2,4]triazolo[4,3-a]pyridin-3-yl)quinolin-8-yl)piperidin-4-yl)methylcarbamate (2 mg, 0.004 mmol) in DCM (1 mL) was added TFA (0.5 mL). The reaction was then stirred for 1 hour, then concentrated and purified by flash column chromatography (DCM/MeOH/NH4OH 20:1:0.1), affording the final product as a white solid (0.002 g; quantitative yield). MS ESI (+) m/z 419 (M+1) detected. Starting materials: [BH4-], CC(C)OC(=O)N1CCCC(=O)c2cc(Br)ccc21, CO, CC(C)[O-], CC(C)[O-], CC(C)[O-], CC(C)[O-], Cl, Cc1cc(N)sn1, [Na+], [Na+], C1CCOC1, [OH-], O, [Ti+4]. Product: Cc1cc(NC2CCCN(C(=O)OC(C)C)c3ccc(Br)cc32)sn1. Reaction SMILES: [BH4-:38].[Br:9][c:10]1[cH:11][c:12]2[c:13]([cH:26][cH:27]1)[N:14]([C:20](=[O:21])[O:22][CH:23]([CH3:24])[CH3:25])[CH2:15][CH2:16][CH2:17][C:18]2=[O:19].[CH3:36][OH:37].[CH3:40][CH:41]([CH3:42])[O-:43].[CH3:45][CH:46]([CH3:47])[O-:48].[CH3:49][CH:50]([CH3:51])[O-:52].[CH3:53][CH:54]([CH3:55])[O-:56].[ClH:1].[NH2:2][c:3]1[cH:4][c:5]([CH3:8])[n:6][s:7]1.[Na+:29].[Na+:39].[O:31]1[CH2:32][CH2:33][CH2:34][CH2:35]1.[OH-:28].[OH2:30].[Ti+4:44]>>[NH:2]([c:3]1[cH:4][c:5]([CH3:8])[n:6][s:7]1)[CH:18]1[c:12]2[cH:11][c:10]([Br:9])[cH:27][cH:26][c:13]2[N:14]([C:20](=[O:21])[O:22][CH:23]([CH3:24])[CH3:25])[CH2:15][CH2:16][CH2:17]1. Reported procedure: A solution of the 2,4,5-Trimethoxycinnamaldehyde (0.5 g) was treated with KMnO4 (0.5 g) in dry acetone (20 ml). The reaction mixture was left at room temperature for 24 hr, manganese dioxide was filtered off and the solvent was removed. The residue was dissolved in ethyl acetate and washed carefully with 10% NaHCO3, brine, and dried over anhydrous Na2SO4. Evaporation of the solvent afforded a crude solid, which was further recrystallised from water to afford 0.2 g 2,4,5-trimethoxybenzaldehyde as... Run in CC(=O)C (acetone). The product is COC1=C(C=O)C=C(C(=C1)OC)OC (2,4,5-trimethoxybenzaldehyde). RXN SMILES: [CH3:1][O:2][C:3]1[CH:12]=[C:11]([O:13][CH3:14])[C:10]([O:15][CH3:16])=[CH:9][C:4]=1[CH:5]=CC=O.[O-:17][Mn](=O)(=O)=O.[K+]>CC(C)=O>[CH3:1][O:2][C:3]1[CH:12]=[C:11]([O:13][CH3:14])[C:10]([O:15][CH3:16])=[CH:9][C:4]=1[CH:5]=[O:17] |f:1.2|. Run at time 24 hour. The reactants are COC1=C(C=CC=O)C=C(C(=C1)OC)OC (2,4,5-Trimethoxycinnamaldehyde), [O-][Mn](=O)(=O)=O.[K+] (KMnO4). Yield: 45.3%. Starting materials: ClC(Cl)Cl, F, O=N[O-], COc1nc(N)cnc1C(N)=O, [Na+], O, c1ccncc1. Product: COc1nc(F)cnc1C(N)=O. As a reaction SMILES: [CH:18]([Cl:19])([Cl:20])[Cl:21].[FH:22].[N:13]([O-:14])=[O:15].[NH2:1][c:2]1[n:3][c:4]([O:11][CH3:12])[c:5]([C:8](=[O:9])[NH2:10])[n:6][cH:7]1.[Na+:16].[OH2:17].[n:23]1[cH:24][cH:25][cH:26][cH:27][cH:28]1>>[c:2]1([F:22])[n:3][c:4]([O:11][CH3:12])[c:5]([C:8](=[O:9])[NH2:10])[n:6][cH:7]1.